Dataset: the Open Reaction Database (ORD), a public repository of structured organic reaction records. Task: describe an organic reaction: reactants, conditions, products, and yield Starting materials: C[C@H]1CC[C@@H]([C@H](C1)O)C(C)C ((1S, 2R, 5S)-(+)-Menthol), C1(=CC=CC=C1)P(C1=CC=CC=C1)C1=CC=CC=C1 (triphenylphosphine), O\N=C(/C(=O)OCC)\C(C)=O (ethyl (Z)-2-hydroxyimino-3-oxobutyrate), N(=NC(=O)OCC)C(=O)OCC (diethyl azodicarboxylate). Run in C(Cl)Cl (CH2Cl2). Product: C[C@H]1CC[C@@H]([C@@H](C1)O\N=C(/C(=O)OCC)\C(C)=O)C(C)C (Ethyl (Z)-2-[(1R, 2R, 5S)-5-methyl-2-isopropylcyclohex-1-yl]oxyimino-3-oxobutyrate). Yield: 14.0%. As a reaction SMILES: [CH3:1][C@@H:2]1[CH2:7][C@H:6]([OH:8])[C@@H:5]([CH:9]([CH3:11])[CH3:10])[CH2:4][CH2:3]1.C1(P(C2C=CC=CC=2)C2C=CC=CC=2)C=CC=CC=1.O/[N:32]=[C:33](/[C:39](=[O:41])[CH3:40])\[C:34]([O:36][CH2:37][CH3:38])=[O:35].N(C(OCC)=O)=NC(OCC)=O>C(Cl)Cl>[CH3:1][C@@H:2]1[CH2:7][C@@H:6]([O:8]/[N:32]=[C:33](/[C:39](=[O:41])[CH3:40])\[C:34]([O:36][CH2:37][CH3:38])=[O:35])[C@@H:5]([CH:9]([CH3:11])[CH3:10])[CH2:4][CH2:3]1. Procedure details: (1S, 2R, 5S)-(+)-Menthol (7.03 g, 45 mmol), triphenylphosphine (8.65 g, 33 mmol), ethyl (Z)-2-hydroxyimino-3-oxobutyrate (4.77 g, 33 mmol) and diethyl azodicarboxylate (5.7 g, 33 mmol) were reacted by analogy with Example 4a Method 3 to give the title compound (1.37 g, 14%), νmax (CH2Cl2) 2960, 2930, 2870, 1745, 1690, 1370, 1320, 1235, 1075, and 1010cm-1 ; δH (400 MHz, CDCl3) 0.87 (3H, d, J 6.6 Hz), 0.90 (3H, d, J 6.8 Hz), 0.92 (3H, d, J 6.7 Hz), ca 0.9 (1H, m), 1.02-1.12 (2H, m), 1.1-1.3 (1H, m... The reactants are CSc1c(OCCCCNC(=O)OC(C)(C)C)cccc1OCc1ccccc1, ClCCl, O, O=C(OO)c1cccc(Cl)c1. The product is CS(=O)c1c(OCCCCNC(=O)OC(C)(C)C)cccc1OCc1ccccc1. Reaction SMILES: [C:1]([CH3:2])([CH3:3])([CH3:4])[O:5][C:6]([NH:7][CH2:8][CH2:9][CH2:10][CH2:11][O:12][c:13]1[c:14]([S:27][CH3:28])[c:15]([O:19][CH2:20][c:21]2[cH:22][cH:23][cH:24][cH:25][cH:26]2)[cH:16][cH:17][cH:18]1)=[O:29].[CH2:42]([Cl:43])[Cl:44].[OH2:41].[OH:30][O:31][C:32]([c:33]1[cH:34][c:35]([Cl:36])[cH:37][cH:38][cH:39]1)=[O:40]>>[C:1]([CH3:2])([CH3:3])([CH3:4])[O:5][C:6]([NH:7][CH2:8][CH2:9][CH2:10][CH2:11][O:12][c:13]1[c:14]([S:27]([CH3:28])=[O:30])[c:15]([O:19][CH2:20][c:21]2[cH:22][cH:23][cH:24][cH:25][cH:26]2)[cH:16][cH:17][cH:18]1)=[O:29]. Reactants: NN1C(C2=CC=CC=C2C(=N1)C1=CC=C(C=C1)Cl)=O (2-amino-4-(4-chlorophenyl)phthalazin-1(2H)-one), Cl.N1=CC(=CC=C1)CC(=O)O (2-(pyridin-3-yl)acetic acid hydrochloride). Product: ClC1=CC=C(C=C1)C1=NN(C(C2=CC=CC=C12)=O)NC(CC=1C=NC=CC1)=O (N-[4-(4-chlorophenyl)-1-oxophthalazin-2(1H)-yl]-2-(pyridin-3-yl)acetamide). As a reaction SMILES: [NH2:1][N:2]1[N:11]=[C:10]([C:12]2[CH:17]=[CH:16][C:15]([Cl:18])=[CH:14][CH:13]=2)[C:9]2[C:4](=[CH:5][CH:6]=[CH:7][CH:8]=2)[C:3]1=[O:19].Cl.[N:21]1[CH:26]=[CH:25][CH:24]=[C:23]([CH2:27][C:28](O)=[O:29])[CH:22]=1>>[Cl:18][C:15]1[CH:16]=[CH:17][C:12]([C:10]2[C:9]3[C:4](=[CH:5][CH:6]=[CH:7][CH:8]=3)[C:3](=[O:19])[N:2]([NH:1][C:28](=[O:29])[CH2:27][C:23]3[CH:22]=[N:21][CH:26]=[CH:25][CH:24]=3)[N:11]=2)=[CH:13][CH:14]=1 |f:1.2|. Procedure: The product of Example 86A and 2-(pyridin-3-yl)acetic acid hydrochloride were treated using a method similar to that described in Example 57 to give the title compound. 1H NMR (500 MHz, DMSO-d6/Deuterium Oxide) δ ppm 8.83-8.84 (bs, 1H), 8.75 (d, J=5.5 Hz, 1H), 8.36-8.50 (m, 2H), 7.96-8.02 (m, 2H), 7.92 (dd, J=8.0, 5.5 Hz, 1H), 7.73-7.75 (m, 1H), 7.59-7.70 (m, 4H), 4.00 (s, 2H); MS (APCI+) M/Z 391 (M+H)+. Starting materials: BrCCC1=CC=C(C=C1)[N+](=O)[O-] (1-(2-bromoethyl)-4-nitrobenzene), COC1=C2CCNCC2=CC=C1OC (1,2,3,4-tetrahydro-5,6-dimethoxyisoquinoline), C([O-])([O-])=O.[K+].[K+] (potassium carbonate). The solvent is CN(C)C=O (DMF). Yields the product COC1=C2CCN(CC2=CC=C1OC)CCC1=CC=C(C=C1)[N+](=O)[O-] (1,2,3,4-Tetrahydro-5,6-dimethoxy-2-[2-(4-nitrophenyl)ethyl]isoquinoline). Yield: 67.7%. Reaction SMILES: Br[CH2:2][CH2:3][C:4]1[CH:9]=[CH:8][C:7]([N+:10]([O-:12])=[O:11])=[CH:6][CH:5]=1.[CH3:13][O:14][C:15]1[C:24]([O:25][CH3:26])=[CH:23][CH:22]=[C:21]2[C:16]=1[CH2:17][CH2:18][NH:19][CH2:20]2.C(=O)([O-])[O-].[K+].[K+]>CN(C=O)C>[CH3:13][O:14][C:15]1[C:24]([O:25][CH3:26])=[CH:23][CH:22]=[C:21]2[C:16]=1[CH2:17][CH2:18][N:19]([CH2:2][CH2:3][C:4]1[CH:9]=[CH:8][C:7]([N+:10]([O-:12])=[O:11])=[CH:6][CH:5]=1)[CH2:20]2 |f:2.3.4|. Procedure details: A mixture of 1-(2-bromoethyl)-4-nitrobenzene (0.3 g), 1,2,3,4-tetrahydro-5,6-dimethoxyisoquinoline [0.25 g; R. D. Haworth, J. Chem. Soc., 2281 (1987); Robin D. Clark, J. Med. Chem., 596-600, 33, (1990)] and potassium carbonate (0.5 g) in DMF (25 ml) was heated at 60° for 3 h. The mixture was then filtered and the filtrate evaporated. The residue was taken up in water, extracted with dichloromethane, dried, evaporated and purified by column chromatography eluting with dichloromethane/methanol (99... Starting materials: CC(=O)OCC1(C)CCn2cc([N+](=O)[O-])nc2O1, CO, Cl, [K+], [K+], O=C([O-])[O-], O. RXN SMILES: [C:2](=[O:3])([CH3:4])[O:5][CH2:6][C:7]1([CH3:19])[CH2:8][CH2:9][n:10]2[c:11]([n:13][c:14]([N+:16](=[O:17])[O-:18])[cH:15]2)[O:12]1.[CH3:27][OH:28].[ClH:26].[K+:20].[K+:21].[O-:22][C:23]([O-:24])=[O:25].[OH2:1]>>[OH:5][CH2:6][C:7]1([CH3:19])[CH2:8][CH2:9][n:10]2[c:11]([n:13][c:14]([N+:16](=[O:17])[O-:18])[cH:15]2)[O:12]1. Yields the product CC1(CO)CCn2cc([N+](=O)[O-])nc2O1. The reactants are CO, NCCN, C[Si](C)(C)CCOCn1ccc2c(-c3cnn(C4(CC#N)CC(CO)(CO)C4)c3)ncnc21, O=C(O)C(F)(F)F. Product: N#CCC1(n2cc(-c3ncnc4[nH]ccc34)cn2)CC(CO)(CO)C1. As a reaction SMILES: [CH3:45][OH:46].[NH2:41][CH2:42][CH2:43][NH2:44].[OH:1][CH2:2][C:3]1([CH2:32][OH:33])[CH2:4][C:5]([n:7]2[n:8][cH:9][c:10](-[c:12]3[c:13]4[c:14]([n:15][cH:16][n:17]3)[n:18]([CH2:21][O:22][CH2:23][CH2:24][Si:25]([CH3:26])([CH3:27])[CH3:28])[cH:19][cH:20]4)[cH:11]2)([CH2:29][C:30]#[N:31])[CH2:6]1.[OH:34][C:35]([C:36]([F:37])([F:38])[F:39])=[O:40]>>[OH:1][CH2:2][C:3]1([CH2:32][OH:33])[CH2:4][C:5]([n:7]2[n:8][cH:9][c:10](-[c:12]3[c:13]4[c:14]([n:15][cH:16][n:17]3)[nH:18][cH:19][cH:20]4)[cH:11]2)([CH2:29][C:30]#[N:31])[CH2:6]1.